Dataset: the Open Reaction Database (ORD), a public repository of structured organic reaction records. Task: describe an organic reaction: reactants, conditions, products, and yield Reactants: ClCCl.CO (dichloromethane methanol), FC(C(=O)O)(F)F (trifluoroacetic acid), ClC1=CC=C2C(=NN(C2=C1)CC1=NOC(=C1)C)C=1N=C2C(=NC1)N(C=C2C(=O)NC(C)C)COCC[Si](C)(C)C (2-(6-Chloro-1-((5-methylisoxazol-3-yl)methyl)-1H-indazol-3-yl)-N-isopropyl-5-((2-(trimethylsilyl)ethoxy)methyl)-5H-pyrrolo[2,3-b]pyrazine-7-carboxamide). Run at temperature 80 celsius, time 15 hour. Run in ClCCCl (1,2-dichloroethane). Reported procedure: 2-(6-Chloro-1-((5-methylisoxazol-3-yl)methyl)-1H-indazol-3-yl)-N-isopropyl-5-((2-(trimethylsilyl)ethoxy)methyl)-5H-pyrrolo[2,3-b]pyrazine-7-carboxamide (89 mg, 153 μmol) was dissolved in 1,2-dichloroethane (3 mL) and placed in a sealed tube. To this was added trifluoroacetic acid (1.75 g, 1.18 mL, 15.3 mmol). The tube was sealed and the mixture heated at to 80° C. After 15 h, the mixture was cooled and concentrated in vacuo. The residue was purified by chromatography (silica, 24 g Analogix colum... As a reaction SMILES: [Cl:1][C:2]1[CH:10]=[C:9]2[C:5]([C:6]([C:18]3[N:19]=[C:20]4[C:26]([C:27]([NH:29][CH:30]([CH3:32])[CH3:31])=[O:28])=[CH:25][N:24](COCC[Si](C)(C)C)[C:21]4=[N:22][CH:23]=3)=[N:7][N:8]2[CH2:11][C:12]2[CH:16]=[C:15]([CH3:17])[O:14][N:13]=2)=[CH:4][CH:3]=1.FC(F)(F)C(O)=O.ClCCl.CO>ClCCCl>[Cl:1][C:2]1[CH:10]=[C:9]2[C:5]([C:6]([C:18]3[N:19]=[C:20]4[C:26]([C:27]([NH:29][CH:30]([CH3:32])[CH3:31])=[O:28])=[CH:25][NH:24][C:21]4=[N:22][CH:23]=3)=[N:7][N:8]2[CH2:11][C:12]2[CH:16]=[C:15]([CH3:17])[O:14][N:13]=2)=[CH:4][CH:3]=1 |f:2.3|. Product: ClC1=CC=C2C(=NN(C2=C1)CC1=NOC(=C1)C)C=1N=C2C(=NC1)NC=C2C(=O)NC(C)C (2-(6-chloro-1-((5-methylisoxazol-3-yl)methyl)-1H-indazol-3-yl)-N-isopropyl-5H-pyrrolo[2,3-b]pyrazine-7-carboxamide). The yield is 21.8%. Starting materials: ClCC1=CC=C(CN2C=CC=C2)C=C1 (1-(4-chloromethyl-benzyl)-pyrrole), OC1=CC=C(CN2CCCC2)C=C1 (4-hydroxybenzyl-pyrrolidine). Product: N1(CCCC1)CC1=CC=C(OCC2=CC=C(CN3C=CC=C3)C=C2)C=C1 (1-[4-(4Pyrrolidin1-ylmethyl-phenoxymethyl)-benzyl]-1H-pyrrole). Reaction SMILES: Cl[CH2:2][C:3]1[CH:14]=[CH:13][C:6]([CH2:7][N:8]2[CH:12]=[CH:11][CH:10]=[CH:9]2)=[CH:5][CH:4]=1.[OH:15][C:16]1[CH:27]=[CH:26][C:19]([CH2:20][N:21]2[CH2:25][CH2:24][CH2:23][CH2:22]2)=[CH:18][CH:17]=1>>[N:21]1([CH2:20][C:19]2[CH:26]=[CH:27][C:16]([O:15][CH2:2][C:3]3[CH:14]=[CH:13][C:6]([CH2:7][N:8]4[CH:12]=[CH:11][CH:10]=[CH:9]4)=[CH:5][CH:4]=3)=[CH:17][CH:18]=2)[CH2:25][CH2:24][CH2:23][CH2:22]1. Procedure: The title compound was prepared starting from 1-(4-chloromethyl-benzyl)-pyrrole and 4-hydroxybenzyl-pyrrolidine by the same method described in Example 19. 1H NMR (400 MHz, MeOD-d4)δ7.18 (m, 2 H), 6.99 (m, 2 H), 6.59 (t, J=2.1 Hz, 2 H), 5.97 (t, J=2.1 Hz, 2 H), 4.99 (s, 2 H), 3.55 (s, 2 H), 2.41 (m, 4 H), 1.70 (m, 4 H). Reactants: C(C)OCC (diethyl ether), C(C)SC1=NC(CC2=CC=CC=C12)C (1-ethylthio-3,4-dihydro-3-methylisoquinoline), [I-].[NH4+] (ammonium iodide), N (ammonia). Run in C(C)O (ethanol). Run at time 24 hour. The product is I.NC1=NC(CC2=CC=CC=C12)C (1-Amino-3-methyl-3,4-dihydroisoquinoline hydroiodide). Isolated yield 38.9%. RXN SMILES: C(S[C:4]1[C:13]2[C:8](=[CH:9][CH:10]=[CH:11][CH:12]=2)[CH2:7][CH:6]([CH3:14])[N:5]=1)C.[I-:15].[NH4+:16].N.C(OCC)C>C(O)C>[IH:15].[NH2:16][C:4]1[C:13]2[C:8](=[CH:9][CH:10]=[CH:11][CH:12]=2)[CH2:7][CH:6]([CH3:14])[N:5]=1 |f:1.2,6.7|. Procedure: A mixture of 1-ethylthio-3,4-dihydro-3-methylisoquinoline (M. Gittos et al, J. Chem. Soc., Perkin I, 1976, 33) (0.68 g, 3.3 mmol), ammonium iodide (0.48 g, 3.3 mmol) and ammonia (2M in methanol, 4 ml) in ethanol (4 ml) was heated at reflux for 4 h. The mixture was allowed to cool and diethyl ether (100 ml) was added. Some dark oil which separated on standing was decanted and the remaining clear solution stood at -20 ° for 24 h. The resulting crystals were collected, washed with diethyl ether and... The reactants are C(C)(C)(C)OC(=O)N[C@@H]1C(N([C@H]1C)OCC(=O)OC1CCCCC1)=O ((3S-trans)-[[3-[(t-Butyloxycarbonyl)amino]-4-methyl-2-oxo-1-azetidinyl]oxy]acetic acid. cyclohexyl ester), FC(C(=O)O)(F)F (trifluoroacetic acid). Solvent: C1(=CC=CC=C1)OC (anisole). Product: FC(C(=O)O)(F)F.N[C@@H]1C(N(C1C)OCC(=O)OC1CCCCC1)=O ((3S)-[[3-amino-4 methyl2-oxo-1-azetidinyl]oxy]acetic acid, cyclohexyl ester, trifluoroacetate salt). As a reaction SMILES: C(OC([NH:8][C@H:9]1[C@H:12]([CH3:13])[N:11]([O:14][CH2:15][C:16]([O:18][CH:19]2[CH2:24][CH2:23][CH2:22][CH2:21][CH2:20]2)=[O:17])[C:10]1=[O:25])=O)(C)(C)C.[F:26][C:27]([F:32])([F:31])[C:28]([OH:30])=[O:29]>C1(OC)C=CC=CC=1>[F:26][C:27]([F:32])([F:31])[C:28]([OH:30])=[O:29].[NH2:8][C@H:9]1[CH:12]([CH3:13])[N:11]([O:14][CH2:15][C:16]([O:18][CH:19]2[CH2:24][CH2:23][CH2:22][CH2:21][CH2:20]2)=[O:17])[C:10]1=[O:25] |f:3.4|. Reported procedure: (3S-trans)-[[3-[(t-Butyloxycarbonyl)amino]-4-methyl-2-oxo-1-azetidinyl]oxy]acetic acid. cyclohexyl ester (2.23 g) prepared analogously to the procedure of example 91A was dissolved in a solution of 25 ml of trifluoroacetic acid and 2.5 ml of anisole at -10° C. The mixture was evaporated in vacuo 25 minutes later and the residue was stirred with ether, filtered off and dried over P2O5 to give colorless crystals of (3S)-[[3-amino-4 methyl2-oxo-1-azetidinyl]oxy]acetic acid, cyclohexyl ester, triflu... Starting materials: CC(=O)c1cc(CO)c(OCCCCC#N)cc1OCCCCC#N, CI, CN(C)C=O, [H-], [Na+]. The product is COCc1cc(C(C)=O)c(OCCCCC#N)cc1OCCCCC#N. As a reaction SMILES: [C:1]([CH3:2])(=[O:3])[c:4]1[c:5]([O:19][CH2:20][CH2:21][CH2:22][CH2:23][C:24]#[N:25])[cH:6][c:7]([O:12][CH2:13][CH2:14][CH2:15][CH2:16][C:17]#[N:18])[c:8]([CH2:10][OH:11])[cH:9]1.[CH3:28][I:29].[CH3:30][N:31]([CH3:32])[CH:33]=[O:34].[H-:26].[Na+:27]>>[C:1]([CH3:2])(=[O:3])[c:4]1[c:5]([O:19][CH2:20][CH2:21][CH2:22][CH2:23][C:24]#[N:25])[cH:6][c:7]([O:12][CH2:13][CH2:14][CH2:15][CH2:16][C:17]#[N:18])[c:8]([CH2:10][O:11][CH3:28])[cH:9]1. Reactants: NC=1OC[C@@]2(C3=CC(=CC=C3OC=3C=CC(=C(C23)Br)OCC(C)(O)C)C=2C=NC=CC2)N1 ((S)-1-(2-amino-1′-bromo-7′-(pyridin-3-yl)-5H-spiro[oxazole-4,9′-xanthene]-2′-yloxy)-2-methylpropan-2-ol), TEA, C[Sn](C)(C)C (tetramethyltin). The reagents and catalysts are C=1C=CC(=CC1)[P](C=2C=CC=CC2)(C=3C=CC=CC3)[Pd]([P](C=4C=CC=CC4)(C=5C=CC=CC5)C=6C=CC=CC6)([P](C=7C=CC=CC7)(C=8C=CC=CC8)C=9C=CC=CC9)[P](C=1C=CC=CC1)(C=1C=CC=CC1)C=1C=CC=CC1 (tetrakis(triphenylphosphine)palladium(0)). The solvent is O (water). Run at temperature 90 celsius. Yields the product NC=1OC[C@@]2(C3=CC(=CC=C3OC=3C=CC(=C(C23)C)OCC(C)(O)C)C=2C=NC=CC2)N1 ((S)-1-(2-amino-1′-methyl-7′-(pyridin-3-yl)-5H-spiro[oxazole-4,9′-xanthene]-2′-yloxy)-2-methylpropan-2-ol). RXN SMILES: [NH2:1][C:2]1[O:3][CH2:4][C@@:5]2([N:32]=1)[C:18]1[C:17](Br)=[C:16]([O:20][CH2:21][C:22]([CH3:25])([OH:24])[CH3:23])[CH:15]=[CH:14][C:13]=1[O:12][C:11]1[C:6]2=[CH:7][C:8]([C:26]2[CH:27]=[N:28][CH:29]=[CH:30][CH:31]=2)=[CH:9][CH:10]=1.[CH3:33][Sn](C)(C)C>O.C1C=CC([P]([Pd]([P](C2C=CC=CC=2)(C2C=CC=CC=2)C2C=CC=CC=2)([P](C2C=CC=CC=2)(C2C=CC=CC=2)C2C=CC=CC=2)[P](C2C=CC=CC=2)(C2C=CC=CC=2)C2C=CC=CC=2)(C2C=CC=CC=2)C2C=CC=CC=2)=CC=1>[NH2:1][C:2]1[O:3][CH2:4][C@@:5]2([N:32]=1)[C:18]1[C:17]([CH3:33])=[C:16]([O:20][CH2:21][C:22]([CH3:25])([OH:24])[CH3:23])[CH:15]=[CH:14][C:13]=1[O:12][C:11]1[C:6]2=[CH:7][C:8]([C:26]2[CH:27]=[N:28][CH:29]=[CH:30][CH:31]=2)=[CH:9][CH:10]=1 |^1:42,44,63,82|. Procedure details: A vial was charged with (S)-1-(2-amino-1′-bromo-7′-(pyridin-3-yl)-5H-spiro[oxazole-4,9′-xanthene]-2′-yloxy)-2-methylpropan-2-ol (150 mg, 0.302 mmol), tetrakis(triphenylphosphine)palladium(0) (34.9 mg, 0.030 mmol), TEA (168 μL, 1.209 mmol), and tetramethyltin (617 μL, 4.53 mmol). The vial was sealed and heated in a 90° C. oil bath 16 h. The mixture was cooled to RT, diluted with water, and extracted with EtOAc (3×). The combined organic extracts were dried over sodium sulfate, filtered, and evapo...